The task is: describe an organic reaction: reactants, conditions, products, and yield. This data is from the Open Reaction Database (ORD), a public repository of structured organic reaction records. The product is N#Cc1ccc2c3c(cccc13)C(=O)N2. As a reaction SMILES: [Br:1][c:2]1[c:3]2[c:4]3[c:5]([cH:12][cH:13][cH:14]2)[C:6](=[O:11])[NH:7][c:8]3[cH:9][cH:10]1.[C-:15]#[N:16].[CH3:17][N:18]([CH3:19])[CH:20]=[O:21]>>[c:2]1([C:15]#[N:16])[c:3]2[c:4]3[c:5]([cH:12][cH:13][cH:14]2)[C:6](=[O:11])[NH:7][c:8]3[cH:9][cH:10]1. Reactants: O=C1Nc2ccc(Br)c3cccc1c23, [C-]#N, CN(C)C=O. The reactants are O=C(Br)CBr, CCOC(C)=O, ClCCl, COC(=O)c1cc(N)cc(-n2cccc2)c1, c1ccncc1. Yields the product COC(=O)c1cc(NC(=O)CBr)cc(-n2cccc2)c1. Reaction SMILES: [Br:23][CH2:24][C:25](=[O:26])[Br:27].[CH3:28][CH2:29][O:30][C:31](=[O:32])[CH3:33].[Cl:34][CH2:35][Cl:36].[NH2:1][c:2]1[cH:3][c:4]([C:5](=[O:6])[O:7][CH3:8])[cH:9][c:10](-[n:12]2[cH:13][cH:14][cH:15][cH:16]2)[cH:11]1.[cH:17]1[cH:18][cH:19][n:20][cH:21][cH:22]1>>[NH:1]([c:2]1[cH:3][c:4]([C:5](=[O:6])[O:7][CH3:8])[cH:9][c:10](-[n:12]2[cH:13][cH:14][cH:15][cH:16]2)[cH:11]1)[C:25]([CH2:24][Br:23])=[O:26]. Starting materials: [I-].C(C)(C)[P+](C1=CC=CC=C1)(C1=CC=CC=C1)C1=CC=CC=C1 (isopropyl(triphenyl)phosphonium iodide), C(CCC)[Li] (butyl lithium), C(CC(O)(C(=O)O)CC(=O)O)(=O)O (citric acid), COC=1C=C(C=CC1)/C=C/C(=O)OCC (ethyl (2E)-3-(3-methoxyphenyl)acrylate), COC=1C=C(C=CC1)C1C(C1C(=O)OCC)(C)C (ethyl 3-(3-methoxyphenyl)-2,2-dimethylcyclopropanecarboxylate), [Li+].[OH-] (LiOH). The solvent is C1CCOC1 (THF), C1CCOC1 (THF), C(C)O (ethanol), O (water). Run at time 1 hour. The product is COC=1C=C(C=CC1)C1C(C1C(=O)O)(C)C (3-(3-methoxyphenyl)-2,2-dimethylcycloprop-anecarboxylic acid). Reaction SMILES: [I-].C([P+](C1C=CC=CC=1)(C1C=CC=CC=1)C1C=CC=CC=1)(C)C.C([Li])CCC.COC1C=C(/C=C/C(OCC)=O)C=CC=1.C(O)(=O)CC(CC(O)=O)(C(O)=O)O.[CH3:57][O:58][C:59]1[CH:60]=[C:61]([CH:65]2[CH:67]([C:68]([O:70]CC)=[O:69])[C:66]2([CH3:74])[CH3:73])[CH:62]=[CH:63][CH:64]=1.[Li+].[OH-]>C1COCC1.C(O)C.O>[CH3:57][O:58][C:59]1[CH:60]=[C:61]([CH:65]2[CH:67]([C:68]([OH:70])=[O:69])[C:66]2([CH3:74])[CH3:73])[CH:62]=[CH:63][CH:64]=1 |f:0.1,6.7|. Procedure details: To a solution of (2E)-3-(3-methoxyphenyl)acrylic acid (25 g) in ethanol (150 mL) was added conc HCl (25 mL) and the solution refluxed for 3 hours. The solvent was evaporated and residue dissolved in ethyl acetate. The organic phase was washed with saturated NaHCO3, brine, dried over Na2SO4 and concentrated to give ethyl (2E)-3-(3-methoxyphenyl)acrylate as yellow oil in quantitative yield. To a solution of isopropyl(triphenyl)phosphonium iodide (75 g, 0.173 mol) in dry THF (200 mL) at −78° C. was...